From a dataset of the Open Reaction Database (ORD), a public repository of structured organic reaction records. describe an organic reaction: reactants, conditions, products, and yield The reactants are COc1ccccc1N1CCN(CCCC(=O)O)CC1, O=C1CCc2ccc(CO)cc2N1. The product is COc1ccccc1N1CCN(CCCC(=O)OCc2ccc3c(c2)NC(=O)CC3)CC1. RXN SMILES: [CH3:14][O:15][c:16]1[c:17]([N:22]2[CH2:23][CH2:24][N:25]([CH2:28][CH2:29][CH2:30][C:31](=[O:32])[OH:33])[CH2:26][CH2:27]2)[cH:18][cH:19][cH:20][cH:21]1.[OH:1][CH2:2][c:3]1[cH:4][cH:5][c:6]2[c:11]([cH:12]1)[NH:10][C:9](=[O:13])[CH2:8][CH2:7]2>>[O:1]([CH2:2][c:3]1[cH:4][cH:5][c:6]2[c:11]([cH:12]1)[NH:10][C:9](=[O:13])[CH2:8][CH2:7]2)[C:31]([CH2:30][CH2:29][CH2:28][N:25]1[CH2:24][CH2:23][N:22]([c:17]2[c:16]([O:15][CH3:14])[cH:21][cH:20][cH:19][cH:18]2)[CH2:27][CH2:26]1)=[O:32]. Reactants: C(C)(=O)OC1[C@H](N)[C@@H](OC(C)=O)[C@H](OC(C)=O)[C@H](O1)COC(C)=O (tetra-O-acetyl glucosamine), C1(=CC(=CC(=C1)S(=O)(=O)Cl)S(=O)(=O)Cl)S(=O)(=O)Cl (1,3,5-benzenetrisulfonyl chloride). Run in C(C)#N.N1=CC=CC=C1 (acetonitrile pyridine). Product: C1(=CC(=CC(=C1)S(=O)(=O)C1(O)[C@H](N)[C@@H](O)[C@H](O)[C@H](O1)CO)S(=O)(=O)C1(O)[C@H](N)[C@@H](O)[C@H](O)[C@H](O1)CO)S(=O)(=O)C1(O)[C@H](N)[C@@H](O)[C@H](O)[C@H](O1)CO (benzene 1,3,5-trisulfonyl trisglucosamine), oil ( IV ). Reaction SMILES: C([O:4][CH:5]1[O:19][C@H:18]([CH2:20][O:21]C(=O)C)[C@@H:13]([O:14]C(=O)C)[C@H:8]([O:9]C(=O)C)[C@H:6]1[NH2:7])(=O)C.[C:25]1([S:39](Cl)(=[O:41])=[O:40])[CH:30]=[C:29]([S:31](Cl)(=[O:33])=[O:32])[CH:28]=[C:27]([S:35](Cl)(=[O:37])=[O:36])[CH:26]=1>C(#N)C.N1C=CC=CC=1>[C:25]1([S:39]([C:5]2([O:19][C@H:18]([CH2:20][OH:21])[C@@H:13]([OH:14])[C@H:8]([OH:9])[C@H:6]2[NH2:7])[OH:4])(=[O:41])=[O:40])[CH:30]=[C:29]([S:31]([C:5]2([O:19][C@H:18]([CH2:20][OH:21])[C@@H:13]([OH:14])[C@H:8]([OH:9])[C@H:6]2[NH2:7])[OH:4])(=[O:33])=[O:32])[CH:28]=[C:27]([S:35]([C:5]2([O:19][C@H:18]([CH2:20][OH:21])[C@@H:13]([OH:14])[C@H:8]([OH:9])[C@H:6]2[NH2:7])[OH:4])(=[O:37])=[O:36])[CH:26]=1 |f:2.3|. Reported procedure: The novel intermediate benzene 1,3,5-trisulfonyl trisglucosamine compound is prepared by reacting tetra-O-acetyl glucosamine (II) with 1,3,5-benzenetrisulfonyl chloride in a weakly basic polar medium such as acetonitrile-pyridine for 24 hours. The solvent is concentrated and the tetraacetyl trisulfonyl derivative (III) is precipitated from ice water and extracted into methylene dichloride. The solvent is evaporated and the material is dissolved in cold methanol saturated with ammonia. Standing i... The reactants are ClCCl, [Na+], [Na+], O=S([O-])([O-])=S, O=C1CCC(=O)N1Br, CC(C)(C)OC(=O)N1CCC2(CC1)Oc1ccccc1-n1cccc12. The product is CC(C)(C)OC(=O)N1CCC2(CC1)Oc1ccccc1-n1c(Br)ccc12. RXN SMILES: [Cl:34][CH2:35][Cl:36].[Na+:37].[Na+:38].[O-:39][S:40]([O-:41])(=[S:42])=[O:43].[O:26]=[C:27]1[N:28]([Br:33])[C:29](=[O:30])[CH2:31][CH2:32]1.[cH:1]1[cH:2][cH:3][c:4]2[n:5]1-[c:6]1[c:7]([cH:22][cH:23][cH:24][cH:25]1)[O:8][C:9]21[CH2:10][CH2:11][N:12]([C:15](=[O:16])[O:17][C:18]([CH3:19])([CH3:20])[CH3:21])[CH2:13][CH2:14]1>>[c:1]1([Br:33])[cH:2][cH:3][c:4]2[n:5]1-[c:6]1[c:7]([cH:22][cH:23][cH:24][cH:25]1)[O:8][C:9]21[CH2:10][CH2:11][N:12]([C:15](=[O:16])[O:17][C:18]([CH3:19])([CH3:20])[CH3:21])[CH2:13][CH2:14]1. Starting materials: Cl.C(=O)(OCC)C(CCC1=CC=CC=C1)NC(C(=O)N1C(C2CCCCC2C1)C(=O)O)C (2-[2-([1-carbethoxy-3-phenylpropyl]amino]-1-oxopropyl]octahydro-1H-isoindole-1-carboxylic acid hydrochloride), [OH-].[K+] (potassium hydroxide). Solvent: C(C)O (ethanol). Reaction conditions: time 8 hour. Yields the product C(=O)(O)C(CCC1=CC=CC=C1)NC(C(=O)N1C(C2CCCCC2C1)C(=O)O)C (2-[2-[(1-Carboxy-3-phenylpropyl)amino]-1-oxopropyl]-octahydro-1H-isoindole-1-carboxylic acid). Reaction SMILES: Cl.[C:2]([CH:7]([NH:16][CH:17]([CH3:32])[C:18]([N:20]1[CH2:28][CH:27]2[CH:22]([CH2:23][CH2:24][CH2:25][CH2:26]2)[CH:21]1[C:29]([OH:31])=[O:30])=[O:19])[CH2:8][CH2:9][C:10]1[CH:15]=[CH:14][CH:13]=[CH:12][CH:11]=1)([O:4]CC)=[O:3].[OH-].[K+]>C(O)C>[C:2]([CH:7]([NH:16][CH:17]([CH3:32])[C:18]([N:20]1[CH2:28][CH:27]2[CH:22]([CH2:23][CH2:24][CH2:25][CH2:26]2)[CH:21]1[C:29]([OH:31])=[O:30])=[O:19])[CH2:8][CH2:9][C:10]1[CH:11]=[CH:12][CH:13]=[CH:14][CH:15]=1)([OH:4])=[O:3] |f:0.1,2.3|. Procedure: A solution of 0.7 g of 2-[2-([1-carbethoxy-3-phenylpropyl]amino]-1-oxopropyl]octahydro-1H-isoindole-1-carboxylic acid hydrochloride in 15 ml of absolute ethanol is treated with 0.5 g of potassium hydroxide pellets. The mixture is stirred at room temperature overnight, then filtered and the solvent is evaporated at reduced pressure. The residue is taken up in 50 ml of water and acidified to pH 3 with 4N hydrochloric acid. The product precipitates out and is recrystallized from absolute ethanol; m... Conditions: temperature 65 celsius, time 15 hour. The product is Cc2cccc(c1ccccc1)c2. Reagents/catalysts: PCy3. Starting materials: Br[Mg]c1ccccc1 (effective_coupling_partner), COc1cccc(C)c1 (substrate). Reactants: NC=1SC(=CC1C(=O)N)C1=C(C=C(C=C1F)C(C)(C)O)F (2-amino-5-[2,6-difluoro-4-(1-hydroxy-1-methylethyl)phenyl]thiophene-3-carboxamide), ClC1=NC(=NC=C1)N1CC(CC1)O (1-(4-chloropyrimidin-2-yl)pyrrolidin-3-ol). Product: FC1=C(C(=CC(=C1)C(C)(C)O)F)C1=CC(=C(S1)NC1=NC(=NC=C1)N1CC(CC1)O)C(=O)N (5-[2,6-Difluoro-4-(1-hydroxy-1-methylethyl)phenyl]-2-{[2-(3-hydroxypyrrolidin-1-yl)pyrimidin-4-yl]amino}thiophene-3-carboxamide). RXN SMILES: [NH2:1][C:2]1[S:3][C:4]([C:10]2[C:15]([F:16])=[CH:14][C:13]([C:17]([OH:20])([CH3:19])[CH3:18])=[CH:12][C:11]=2[F:21])=[CH:5][C:6]=1[C:7]([NH2:9])=[O:8].Cl[C:23]1[CH:28]=[CH:27][N:26]=[C:25]([N:29]2[CH2:33][CH2:32][CH:31]([OH:34])[CH2:30]2)[N:24]=1>>[F:16][C:15]1[CH:14]=[C:13]([C:17]([OH:20])([CH3:18])[CH3:19])[CH:12]=[C:11]([F:21])[C:10]=1[C:4]1[S:3][C:2]([NH:1][C:27]2[CH:28]=[CH:23][N:24]=[C:25]([N:29]3[CH2:33][CH2:32][CH:31]([OH:34])[CH2:30]3)[N:26]=2)=[C:6]([C:7]([NH2:9])=[O:8])[CH:5]=1. Procedure: The title compound was prepared according to the general procedure in Example 1 using 2-amino-5-[2,6-difluoro-4-(1-hydroxy-1-methylethyl)phenyl]thiophene-3-carboxamide and 1-(4-chloropyrimidin-2-yl)pyrrolidin-3-ol as the starting materials. The reactants are FC1(CCC(CC1)=O)F (4,4-difluorocyclohexan-1-one), C(=O)(OCC)C=P(C1=CC=CC=C1)(C1=CC=CC=C1)C1=CC=CC=C1 ((carbethoxymethylene)triphenylphosphorane). Yield: 98.5%. As a reaction SMILES: [F:1][C:2]1([F:9])[CH2:7][CH2:6][C:5](=O)[CH2:4][CH2:3]1.[C:10]([CH:15]=P(C1C=CC=CC=1)(C1C=CC=CC=1)C1C=CC=CC=1)([O:12][CH2:13][CH3:14])=[O:11]>C1COCC1>[F:1][C:2]1([F:9])[CH2:7][CH2:6][C:5](=[CH:15][C:10]([O:12][CH2:13][CH3:14])=[O:11])[CH2:4][CH2:3]1. The solvent is C1CCOC1 (THF). Procedure: A solution of 4,4-difluorocyclohexan-1-one (1.0 g, 7.46 mmol, 1.00 equiv) and (carbethoxymethylene)triphenylphosphorane (3.9 g, 24.05 mmol, 1.50 equiv) in THF (20 mL) was stirred under argon overnight at 65° C. After cooling to ambient temperature, the mixture was concentrated under reduced pressure and the crude residue was purified using flash column chromatography (silica gel, EtOAc/petroleum ether (1:10)) to yield 1.5 g (97%) of a colorless oil. 1H-NMR (400 MHz, CDCl3): δ ppm 5.75 (s, 1H), 4... The product is FC1(CCC(CC1)=CC(=O)OCC)F (Ethyl 2-(4,4-difluorocyclohexylidene)acetate). Reactants: COC(=O)NC(Cc1ccc2ccccc2c1)C(=O)O, CC(C)CN(C(CO)CCCCN)S(=O)(=O)c1ccc(N)cc1. Product: COC(=O)NC(Cc1ccc2ccccc2c1)C(=O)NCCCCC(CO)N(CC(C)C)S(=O)(=O)c1ccc(N)cc1. RXN SMILES: [CH3:24][O:25][C:26](=[O:27])[NH:28][CH:29]([C:30](=[O:31])[OH:32])[CH2:33][c:34]1[cH:35][c:36]2[cH:37][cH:38][cH:39][cH:40][c:41]2[cH:42][cH:43]1.[NH2:1][c:2]1[cH:3][cH:4][c:5]([S:8](=[O:9])(=[O:10])[N:11]([CH2:12][CH:13]([CH3:14])[CH3:15])[CH:16]([CH2:17][CH2:18][CH2:19][CH2:20][NH2:21])[CH2:22][OH:23])[cH:6][cH:7]1>>[NH2:1][c:2]1[cH:3][cH:4][c:5]([S:8](=[O:9])(=[O:10])[N:11]([CH2:12][CH:13]([CH3:14])[CH3:15])[CH:16]([CH2:17][CH2:18][CH2:19][CH2:20][NH:21][C:30]([CH:29]([NH:28][C:26]([O:25][CH3:24])=[O:27])[CH2:33][c:34]2[cH:35][c:36]3[cH:37][cH:38][cH:39][cH:40][c:41]3[cH:42][cH:43]2)=[O:31])[CH2:22][OH:23])[cH:6][cH:7]1. The reactants are CC(=O)O, CC(=O)O[BH-](OC(C)=O)OC(C)=O, ClCCl, COc1c(CC=O)cc(F)cc1-c1nnc(-c2ccc(CC(C)C)c(C#N)c2)s1, O=C(O)C1CNC1, [Na+], O. The product is COc1c(CCN2CC(C(=O)O)C2)cc(F)cc1-c1nnc(-c2ccc(CC(C)C)c(C#N)c2)s1. RXN SMILES: [C:37]([OH:38])(=[O:39])[CH3:40].[C:41]([O:42][BH-:43]([O:44][C:45](=[O:46])[CH3:47])[O:48][C:49](=[O:50])[CH3:51])(=[O:52])[CH3:53].[Cl:55][CH2:56][Cl:57].[F:1][c:2]1[cH:3][c:4]([CH2:27][CH:28]=[O:29])[c:5]([O:25][CH3:26])[c:6](-[c:8]2[n:9][n:10][c:11](-[c:13]3[cH:14][cH:15][c:16]([CH2:21][CH:22]([CH3:23])[CH3:24])[c:17]([C:18]#[N:19])[cH:20]3)[s:12]2)[cH:7]1.[NH:30]1[CH2:31][CH:32]([C:34](=[O:35])[OH:36])[CH2:33]1.[Na+:54].[OH2:58]>>[F:1][c:2]1[cH:3][c:4]([CH2:27][CH2:28][N:30]2[CH2:31][CH:32]([C:34](=[O:35])[OH:36])[CH2:33]2)[c:5]([O:25][CH3:26])[c:6](-[c:8]2[n:9][n:10][c:11](-[c:13]3[cH:14][cH:15][c:16]([CH2:21][CH:22]([CH3:23])[CH3:24])[c:17]([C:18]#[N:19])[cH:20]3)[s:12]2)[cH:7]1. Starting materials: FC1=C(C(=CC=C1)F)S(=O)(=O)NC1=C(C(=O)O)C=CC(=C1)I (2-(2,6-Difluoro-benzenesulfonylamino)-4-iodo-benzoic acid), Cl.COC([C@H](CC1=CC(=C(C=C1)Cl)Cl)N)=O ((S)-2-amino-3-(3,4-dichloro-phenyl)-propionic acid methyl ester hydrochloride), methyl ester. Product: ClC1=CC(=C(C(=O)N[C@H](C(=O)O)CC2=CC(=C(C=C2)Cl)Cl)C=C1)NS(=O)(=O)C1=C(C=CC=C1F)F ((S)-2-[4-Chloro-2-(2,6-difluoro-benzenesulfonylamino)-benzoylamino]-3-(3,4-dichloro-phenyl)-propionic acid). As a reaction SMILES: [F:1][C:2]1[CH:7]=[CH:6][CH:5]=[C:4]([F:8])[C:3]=1[S:9]([NH:12][C:13]1[CH:21]=[C:20](I)[CH:19]=[CH:18][C:14]=1[C:15](O)=[O:16])(=[O:11])=[O:10].[ClH:23].C[O:25][C:26](=[O:38])[C@@H:27]([NH2:37])[CH2:28][C:29]1[CH:34]=[CH:33][C:32]([Cl:35])=[C:31]([Cl:36])[CH:30]=1>>[Cl:23][C:20]1[CH:19]=[CH:18][C:14]([C:15]([NH:37][C@@H:27]([CH2:28][C:29]2[CH:34]=[CH:33][C:32]([Cl:35])=[C:31]([Cl:36])[CH:30]=2)[C:26]([OH:25])=[O:38])=[O:16])=[C:13]([NH:12][S:9]([C:3]2[C:2]([F:1])=[CH:7][CH:6]=[CH:5][C:4]=2[F:8])(=[O:11])=[O:10])[CH:21]=1 |f:1.2|. Reported procedure: 2-(2,6-Difluoro-benzenesulfonylamino)-4-iodo-benzoic acid was coupled to (S)-2-amino-3-(3,4-dichloro-phenyl)-propionic acid methyl ester hydrochloride as in EXAMPLE 1, Part C. The resulting methyl ester was hydrolyzed as in EXAMPLE 2, Part E, to afford the title compound. HPLC: RT=11.00 min. MS (ESI−): mass calcd. for C22H15Cl3F2N2O5S2, 563.79; m/z found, 561/563 [M−H]−. 1H NMR (500 MHz, CDCl3): 11.45 (s, 1H), 7.75 (d, 1.9, 1H), 7.56-7.45 (m, 1H), 7.36 (d, J=8.2, 1H), 7.29-7.25 (m, 2H), 7.05-6.9...